Dataset: the Open Reaction Database (ORD), a public repository of structured organic reaction records. Task: describe an organic reaction: reactants, conditions, products, and yield Solvent: O (Water), O (water). Procedure details: The feedstock used in examples 78 through 86 was 25% of the ammonium salt of levulinic acid, 25% decylamine, and 41% water, by weight. The temperature and pressure of the reactions were maintained at 150° C. and 6.9 MPa. Water was used as the solvent medium for the reactions. The results are set forth in the following table. Yields the product CC1CCC(N1CCCCCCCCCC)=O (5-Methyl-1-Decyl-2-Pyrrolidone). As a reaction SMILES: [C:1]([OH:8])(=O)[CH2:2][CH2:3][C:4]([CH3:6])=O.[CH2:9]([NH2:19])[CH2:10][CH2:11][CH2:12][CH2:13][CH2:14][CH2:15][CH2:16][CH2:17][CH3:18]>O>[CH3:6][CH:4]1[N:19]([CH2:9][CH2:10][CH2:11][CH2:12][CH2:13][CH2:14][CH2:15][CH2:16][CH2:17][CH3:18])[C:1](=[O:8])[CH2:2][CH2:3]1. Reaction conditions: temperature 150 celsius. Starting materials: ammonium salt, C(CCC(=O)C)(=O)O (levulinic acid), C(CCCCCCCCC)N (decylamine). Starting materials: CC(C)(C)OC(=O)C1CCCN1, CC(C)(C)C(NC(=O)OCc1ccccc1)C(=O)O, ClCCCl, ClCCl, CN(C)C=O, On1nnc2ccccc21. Product: CC(C)(C)OC(=O)C1CCCN1C(=O)C(NC(=O)OCc1ccccc1)C(C)(C)C. As a reaction SMILES: [C:34]([CH3:35])([CH3:36])([CH3:37])[O:38][C:39]([CH:40]1[NH:41][CH2:42][CH2:43][CH2:44]1)=[O:45].[CH2:1]([c:2]1[cH:3][cH:4][cH:5][cH:6][cH:7]1)[O:8][C:9](=[O:10])[NH:11][CH:12]([C:13](=[O:14])[OH:15])[C:16]([CH3:17])([CH3:18])[CH3:19].[CH2:30]([Cl:31])[CH2:32][Cl:33].[Cl:46][CH2:47][Cl:48].[O:49]=[CH:50][N:51]([CH3:52])[CH3:53].[OH:20][n:21]1[c:22]2[c:23]([cH:24][cH:25][cH:26][cH:27]2)[n:28][n:29]1>>[CH2:1]([c:2]1[cH:3][cH:4][cH:5][cH:6][cH:7]1)[O:8][C:9](=[O:10])[NH:11][CH:12]([C:13](=[O:15])[N:41]1[CH:40]([C:39]([O:38][C:34]([CH3:35])([CH3:36])[CH3:37])=[O:45])[CH2:44][CH2:43][CH2:42]1)[C:16]([CH3:17])([CH3:18])[CH3:19]. Reactants: Cl.ClC1=CC=C(CN(N)C2=C(C=C(C=C2)Cl)Cl)C=C1 (1-(4-chlorobenzyl)-1-(2,4-dichlorophenyl)hydrazine hydrochloride), CCOC(=O)CC1CCCCC1=O (ethyl 2-cyclohexanone acetate). Product: ClC1=CC=C(CN2C3=C(C=C(C=C3C=3CCCC(C23)CC(=O)OCC)Cl)Cl)C=C1 (Ethyl 9-p-chlorobenzyl-6,8-dichloro-1,2,3,4-tetrahydrocarbazol-1-yl-acetate). Reaction SMILES: Cl.[Cl:2][C:3]1[CH:19]=[CH:18][C:6]([CH2:7][N:8]([C:10]2[CH:15]=[CH:14][C:13]([Cl:16])=[CH:12][C:11]=2[Cl:17])N)=[CH:5][CH:4]=1.[CH3:20][CH2:21][O:22][C:23]([CH2:25][CH:26]1[C:31](=O)[CH2:30][CH2:29][CH2:28][CH2:27]1)=[O:24]>>[Cl:2][C:3]1[CH:19]=[CH:18][C:6]([CH2:7][N:8]2[C:27]3[CH:26]([CH2:25][C:23]([O:22][CH2:21][CH3:20])=[O:24])[CH2:31][CH2:30][CH2:29][C:28]=3[C:15]3[C:10]2=[C:11]([Cl:17])[CH:12]=[C:13]([Cl:16])[CH:14]=3)=[CH:5][CH:4]=1 |f:0.1|. Procedure: Following the procedure of Example 1, but using 1-(4-chlorobenzyl)-1-(2,4-dichlorophenyl)hydrazine hydrochloride and ethyl 2-cyclohexanone acetate as starting materials, the title compound is prepared.